This data is from the Open Reaction Database (ORD), a public repository of structured organic reaction records. The task is: describe an organic reaction: reactants, conditions, products, and yield The reactants are C(CCC)C1=NC2=C(N1CC1=CC=C(C=C1)C=1C(=CC=CC1)C(=O)OC(C)(C)C)C=CC(=C2)C2=NN=NN2 (tert.butyl 4'-[(2-n-butyl-5-(1H-tetrazol-5-yl)-benzimidazol-1-yl)-methyl]biphenyl-2-carboxylate), FC(C(=O)O)(F)F (trifluoroacetic acid). Run in C(Cl)Cl (methylene chloride). Product: C(CCC)C1=NC2=C(N1CC1=CC=C(C=C1)C=1C(=CC=CC1)C(=O)O)C=CC(=C2)C2=NN=NN2 (4'-[(2-n-Butyl-5-(1H-tetrazol-5-yl)-benzimidazol-1-yl)-methyl]biphenyl-2-carboxylic acid). As a reaction SMILES: [CH2:1]([C:5]1[N:9]([CH2:10][C:11]2[CH:16]=[CH:15][C:14]([C:17]3[C:18]([C:23]([O:25]C(C)(C)C)=[O:24])=[CH:19][CH:20]=[CH:21][CH:22]=3)=[CH:13][CH:12]=2)[C:8]2[CH:30]=[CH:31][C:32]([C:34]3[NH:38][N:37]=[N:36][N:35]=3)=[CH:33][C:7]=2[N:6]=1)[CH2:2][CH2:3][CH3:4].FC(F)(F)C(O)=O>C(Cl)Cl>[CH2:1]([C:5]1[N:9]([CH2:10][C:11]2[CH:16]=[CH:15][C:14]([C:17]3[C:18]([C:23]([OH:25])=[O:24])=[CH:19][CH:20]=[CH:21][CH:22]=3)=[CH:13][CH:12]=2)[C:8]2[CH:30]=[CH:31][C:32]([C:34]3[NH:38][N:37]=[N:36][N:35]=3)=[CH:33][C:7]=2[N:6]=1)[CH2:2][CH2:3][CH3:4]. Reported procedure: Prepared in analogous manner to Example 9 from tert.butyl 4'-[(2-n-butyl-5-(1H-tetrazol-5-yl)-benzimidazol-1-yl)-methyl]biphenyl-2-carboxylate and trifluoroacetic acid in methylene chloride. Reactants: C1COCCO1, O=S(Cl)Cl, O=C(O)c1nn(-c2ccccc2)c2c1CSc1ccccc1-2. The product is O=C(Cl)c1nn(-c2ccccc2)c2c1CSc1ccccc1-2. RXN SMILES: [O:27]1[CH2:28][CH2:29][O:30][CH2:31][CH2:32]1.[S:23]([Cl:24])([Cl:25])=[O:26].[c:1]1(-[n:7]2[n:8][c:9]([C:20](=[O:21])[OH:22])[c:10]3[c:11]2-[c:12]2[c:13]([cH:16][cH:17][cH:18][cH:19]2)[S:14][CH2:15]3)[cH:2][cH:3][cH:4][cH:5][cH:6]1>>[c:1]1(-[n:7]2[n:8][c:9]([C:20](=[O:22])[Cl:25])[c:10]3[c:11]2-[c:12]2[c:13]([cH:16][cH:17][cH:18][cH:19]2)[S:14][CH2:15]3)[cH:2][cH:3][cH:4][cH:5][cH:6]1.